This data is from the Open Reaction Database (ORD), a public repository of structured organic reaction records. The task is: describe an organic reaction: reactants, conditions, products, and yield RXN SMILES: [CH2:16]([CH3:17])[O:18][C:19]([CH2:20][O:21][c:22]1[cH:23][c:24]([NH2:28])[cH:25][cH:26][cH:27]1)=[O:29].[Cl:1][c:2]1[cH:3][c:4](-[c:8]2[cH:9][cH:10][c:11]([C:13](=[O:14])[OH:15])[o:12]2)[cH:5][cH:6][cH:7]1>>[Cl:1][c:2]1[cH:3][c:4](-[c:8]2[cH:9][cH:10][c:11]([C:13](=[O:15])[NH:28][c:24]3[cH:23][c:22]([O:21][CH2:20][C:19]([O:18][CH2:16][CH3:17])=[O:29])[cH:27][cH:26][cH:25]3)[o:12]2)[cH:5][cH:6][cH:7]1. Reactants: CCOC(=O)COc1cccc(N)c1, O=C(O)c1ccc(-c2cccc(Cl)c2)o1. Product: CCOC(=O)COc1cccc(NC(=O)c2ccc(-c3cccc(Cl)c3)o2)c1. Starting materials: C(C)(C)(C)OC(=O)N1CCC(CC1)[C@]1(CC=2C(=CN=C(C2)Cl)O1)C ((R)-4-(5-chloro-2-methyl-2,3-dihydro-furo[2,3-c]pyridin-2-yl)-piperidine-1-carboxylic acid tert-butyl ester), CS(=O)(=O)C1=CC=C(C=C1)B(O)O (4-(methanesulfonyl)-phenylboronic acid), Intermediate 6. Yields the product C(C)(C)(C)OC(=O)N1CCC(CC1)[C@]1(CC=2C(=CN=C(C2)C2=CC=C(C=C2)S(=O)(=O)C)O1)C ((R)-4-[5-(4-Methanesulfonyl-phenyl)-2-methyl-2,3-dihydro-furo[2,3-c]pyridin-2-yl]-piperidine-1-carboxylic acid tert-butyl ester). RXN SMILES: [C:1]([O:5][C:6]([N:8]1[CH2:13][CH2:12][CH:11]([C@:14]2([CH3:24])[O:23][C:17]3=[CH:18][N:19]=[C:20](Cl)[CH:21]=[C:16]3[CH2:15]2)[CH2:10][CH2:9]1)=[O:7])([CH3:4])([CH3:3])[CH3:2].[CH3:25][S:26]([C:29]1[CH:34]=[CH:33][C:32](B(O)O)=[CH:31][CH:30]=1)(=[O:28])=[O:27]>>[C:1]([O:5][C:6]([N:8]1[CH2:13][CH2:12][CH:11]([C@:14]2([CH3:24])[O:23][C:17]3=[CH:18][N:19]=[C:20]([C:32]4[CH:33]=[CH:34][C:29]([S:26]([CH3:25])(=[O:28])=[O:27])=[CH:30][CH:31]=4)[CH:21]=[C:16]3[CH2:15]2)[CH2:10][CH2:9]1)=[O:7])([CH3:4])([CH3:3])[CH3:2]. Procedure details: The title compound is prepared from (R)-4-(5-chloro-2-methyl-2,3-dihydro-furo[2,3-c]pyridin-2-yl)-piperidine-1-carboxylic acid tert-butyl ester and 4-(methanesulfonyl)-phenylboronic acid following a procedure analogous to that described for Intermediate 6. Mass spectrum (ESI+): m/z=473 [M+H]+. Reactants: [Br-], CC[Mg+], Cc1cccc(C=O)n1, ClCCl, Ic1cn(C(c2ccccc2)(c2ccccc2)c2ccccc2)cn1. The product is Cc1cccc(C(O)c2cn(C(c3ccccc3)(c3ccccc3)c3ccccc3)cn2)n1. Reaction SMILES: [Br-:26].[CH2:27]([Mg+:28])[CH3:29].[CH3:30][c:31]1[cH:32][cH:33][cH:34][c:35]([CH:37]=[O:38])[n:36]1.[Cl:39][CH2:40][Cl:41].[I:1][c:2]1[n:3][cH:4][n:5]([C:7]([c:8]2[cH:9][cH:10][cH:11][cH:12][cH:13]2)([c:14]2[cH:15][cH:16][cH:17][cH:18][cH:19]2)[c:20]2[cH:21][cH:22][cH:23][cH:24][cH:25]2)[cH:6]1>>[c:2]1([CH:37]([c:35]2[cH:34][cH:33][cH:32][c:31]([CH3:30])[n:36]2)[OH:38])[n:3][cH:4][n:5]([C:7]([c:8]2[cH:9][cH:10][cH:11][cH:12][cH:13]2)([c:14]2[cH:15][cH:16][cH:17][cH:18][cH:19]2)[c:20]2[cH:21][cH:22][cH:23][cH:24][cH:25]2)[cH:6]1. Reactants: O (water), [N+](=O)([O-])C1=C(C(=CC=C1)C)C (3-nitro-o-xylene), C(C(=O)OCC)(=O)OCC (diethyl oxalate), [Na] (Sodium). The solvent is C(C)O (ethanol). Reaction conditions: time 18 hour. The product is CC1=C(C(=CC=C1)[N+](=O)[O-])CC(C(=O)O)=O (2-Methyl-6-nitro-α-oxobenzenepropanoic acid). The yield is 94.2%. Reaction SMILES: [Na].[N+:2]([C:5]1[CH:10]=[CH:9][CH:8]=[C:7]([CH3:11])[C:6]=1[CH3:12])([O-:4])=[O:3].[C:13](OCC)(=[O:19])[C:14]([O:16]CC)=[O:15].O>C(O)C>[CH3:11][C:7]1[CH:8]=[CH:9][CH:10]=[C:5]([N+:2]([O-:4])=[O:3])[C:6]=1[CH2:12][C:13](=[O:19])[C:14]([OH:16])=[O:15] |^1:0|. Procedure: Sodium metal (3.80 g, 165 mmol) was dissolved in absolute ethanol (66 mL) at 0° C. The 3-nitro-o-xylene (10 g, 66.2 mmol) and diethyl oxalate (18 mL, 132 mmol) were then added and the reaction was warmed to room temperature and stirred for 18 hours. The reaction was refluxed for 30 minutes, then cooled and water (22 mL) was added and the reaction was stirred at room temperature for one hour. The reaction was concentrated to remove the ethanol, then extracted with ethyl acetate, washed with brine... The reactants are COc1ccc(CC(=O)O)cc1[N+](=O)[O-], COc1cc2c(cc1OC)CNCC2, C(=NC1CCCCC1)=NC1CCCCC1, CN(C)C=O, On1nnc2ccccc21. The product is COc1cc2c(cc1OC)CN(C(=O)Cc1ccc(OC)c([N+](=O)[O-])c1)CC2. As a reaction SMILES: [CH3:1][O:2][c:3]1[c:4]([N+:13](=[O:14])[O-:15])[cH:5][c:6]([CH2:9][C:10](=[O:11])[OH:12])[cH:7][cH:8]1.[CH3:26][O:27][c:28]1[cH:29][c:30]2[c:35]([cH:36][c:37]1[O:38][CH3:39])[CH2:34][NH:33][CH2:32][CH2:31]2.[CH:40]1([N:41]=[C:42]=[N:43][CH:44]2[CH2:45][CH2:46][CH2:47][CH2:48][CH2:49]2)[CH2:50][CH2:51][CH2:52][CH2:53][CH2:54]1.[O:55]=[CH:56][N:57]([CH3:58])[CH3:59].[OH:16][n:17]1[c:18]2[cH:19][cH:20][cH:21][cH:22][c:23]2[n:24][n:25]1>>[CH3:1][O:2][c:3]1[c:4]([N+:13](=[O:14])[O-:15])[cH:5][c:6]([CH2:9][C:10](=[O:12])[N:33]2[CH2:32][CH2:31][c:30]3[cH:29][c:28]([O:27][CH3:26])[c:37]([O:38][CH3:39])[cH:36][c:35]3[CH2:34]2)[cH:7][cH:8]1. Solvent: O1CCCC1 (tetrahydrofuran). Reaction conditions: time 10 minute. The reactants are ClC1=C2C(=NC=C1)N(C(=C2)I)S(=O)(=O)C2=CC=C(C)C=C2 (4-chloro-2-iodo-1-tosyl-1H-pyrrolo[2,3-b]pyridine), C(CCC)[Li] (n-butyllithium), hexanes, O=C1CCN(CC1)C(=O)OC(C)(C)C (tert-butyl 4-oxopiperidine-1-carboxylate). Reported procedure: To a solution of 4-chloro-2-iodo-1-tosyl-1H-pyrrolo[2,3-b]pyridine (200 mg, 0.462 mmol) in tetrahydrofuran (1.5 mL) at −78° C. was added 1.6 M n-butyllithium in hexanes (0.347 mL, 0.555 mmol) under nitrogen. The mixture was stirred for 10 minutes and tert-butyl 4-oxopiperidine-1-carboxylate (111 mg, 0.555 mmol) was added. The mixture was stirred at −78° C. for 1 hour and was slowly warmed to room temperature overnight. The mixture was quenched with water, extracted with ethyl acetate (2×5 mL) an... Reaction SMILES: [Cl:1][C:2]1[CH:7]=[CH:6][N:5]=[C:4]2[N:8]([S:12]([C:15]3[CH:21]=[CH:20][C:18]([CH3:19])=[CH:17][CH:16]=3)(=[O:14])=[O:13])[C:9](I)=[CH:10][C:3]=12.C([Li])CCC.[O:27]=[C:28]1[CH2:33][CH2:32][N:31]([C:34]([O:36][C:37]([CH3:40])([CH3:39])[CH3:38])=[O:35])[CH2:30][CH2:29]1>O1CCCC1>[Cl:1][C:2]1[CH:7]=[CH:6][N:5]=[C:4]2[N:8]([S:12]([C:15]3[CH:21]=[CH:20][C:18]([CH3:19])=[CH:17][CH:16]=3)(=[O:14])=[O:13])[C:9]([C:28]3([OH:27])[CH2:29][CH2:30][N:31]([C:34]([O:36][C:37]([CH3:39])([CH3:38])[CH3:40])=[O:35])[CH2:32][CH2:33]3)=[CH:10][C:3]=12. Product: ClC1=C2C(=NC=C1)N(C(=C2)C2(CCN(CC2)C(=O)OC(C)(C)C)O)S(=O)(=O)C2=CC=C(C)C=C2 (tert-butyl 4-(4-chloro-1-tosyl-1H-pyrrolo[2,3-b]pyridin-2-yl)-4-hydroxypiperidine-1-carboxylate). Reactants: C(#N)N1CCC(CC1)N(C(C1=CC=C(C=C1)C1=CN=CO1)=O)C1CC1 (N-(1-cyano-piperidin-4-yl)-N-cyclopropyl-4-oxazol-5-yl-benzamide), ONC(COC)=N (N-hydroxy-2-methoxy-acetamidine). Yields the product C1(CC1)N(C(C1=CC=C(C=C1)C1=CN=CO1)=O)C1CCN(CC1)C1=NC(=NO1)COC (N-Cyclopropyl-N-[1-(3-methoxymethyl-[1,2,4]oxadiazol-5-yl)-piperidin-4-yl]-4-oxazol-5-yl-benzamide). Reaction SMILES: [C:1]([N:3]1[CH2:8][CH2:7][CH:6]([N:9]([CH:23]2[CH2:25][CH2:24]2)[C:10](=[O:22])[C:11]2[CH:16]=[CH:15][C:14]([C:17]3[O:21][CH:20]=[N:19][CH:18]=3)=[CH:13][CH:12]=2)[CH2:5][CH2:4]1)#[N:2].[OH:26][NH:27][C:28](=N)[CH2:29][O:30][CH3:31]>>[CH:23]1([N:9]([CH:6]2[CH2:5][CH2:4][N:3]([C:1]3[O:26][N:27]=[C:28]([CH2:29][O:30][CH3:31])[N:2]=3)[CH2:8][CH2:7]2)[C:10](=[O:22])[C:11]2[CH:12]=[CH:13][C:14]([C:17]3[O:21][CH:20]=[N:19][CH:18]=3)=[CH:15][CH:16]=2)[CH2:25][CH2:24]1. Procedure: The title compound is prepared from N-(1-cyano-piperidin-4-yl)-N-cyclopropyl-4-oxazol-5-yl-benzamide and N-hydroxy-2-methoxy-acetamidine following a procedure analogous to that described in Example 1. LC (method 6): tR=1.61 min; Mass spectrum (ESI+): m/z=424 [M+H]+. Reactants: COC=1CC=2CC[C@H]3[C@@H]4CC[C@@H]([C@@]4(C)CC[C@@H]3C2CC1)O (3-Methoxyestra-2,5(10)-dien-17β-ol), resultant solution, O1CCCC1 (tetrahydofuran), CC(C)(C)[O-].[K+] (t-BuOK). The solvent is CS(=O)C (DMSO). The product is COC1=CC=2CC[C@H]3[C@@H]4CC[C@@H]([C@@]4(C)CC[C@@H]3C2CC1)O (3-Methoxyestra-3,5(10)-dien-17β-ol). Yield: 65.3%. As a reaction SMILES: [CH3:1][O:2][C:3]1[CH2:4][C:5]2[CH2:6][CH2:7][C@@H:8]3[C@@H:17]([C:18]=2[CH2:19][CH:20]=1)[CH2:16][CH2:15][C@@:13]1([CH3:14])[C@H:9]3[CH2:10][CH2:11][C@@H:12]1[OH:21].O1CCCC1.CC([O-])(C)C.[K+]>CS(C)=O>[CH3:1][O:2][C:3]1[CH2:20][CH2:19][C:18]2[C@@H:17]3[C@H:8]([C@H:9]4[C@@:13]([CH2:15][CH2:16]3)([CH3:14])[C@@H:12]([OH:21])[CH2:11][CH2:10]4)[CH2:7][CH2:6][C:5]=2[CH:4]=1 |f:2.3|. Procedure: 3-Methoxyestra-2,5(10)-dien-17β-ol 1 (2.0 g, 6.9 mmol) was added to a solution consisting of tetrahydofuran (15 ml), DMSO (5 ml) and t-BuOK (20.7 mmol). The resultant solution was stirred at ambient temperature for 10 hours at which time the solution was concentrated to Å5 ml and chromatographically filtered with 50% ethylether/petroleum ether (light) through 10 g of silica gel. The subsequent dimethyl sulfoxide (DMSO) free -powder was flash chromatographed affording 4 as white needles (1.30 g, ... The reactants are [H][H] (hydrogen), C1=CCC=CC1 (1,4-cyclohexadiene), CC1(C(C(CC1)(C)C)OC(=O)C1(CC1)NC(=O)OCC1=CC=CC=C1)C (N-Cbz-1-aminocyclopropanecarboxylic acid 2,2,5,5-tetramethylcyclopentyl ester). Reagents/catalysts: [Pd] (Palladium on carbon). Solvent: alcohol. Run at time 8 minute. Yields the product CC1(C(C(CC1)(C)C)OC(=O)C1(CC1)N)C (1-aminocyclopropylcarboxylic acid 2,2,5,5-tetramethylcyclopentyl ester). Reaction SMILES: [CH3:1][C:2]1([CH3:26])[CH2:6][CH2:5][C:4]([CH3:8])([CH3:7])[CH:3]1[O:9][C:10]([C:12]1([NH:15]C(OCC2C=CC=CC=2)=O)[CH2:14][CH2:13]1)=[O:11].[H][H].C1CC=CCC=1>[Pd]>[CH3:7][C:4]1([CH3:8])[CH2:5][CH2:6][C:2]([CH3:1])([CH3:26])[CH:3]1[O:9][C:10]([C:12]1([NH2:15])[CH2:14][CH2:13]1)=[O:11]. Procedure: N-Cbz-1-aminocyclopropanecarboxylic acid 2,2,5,5-tetramethylcyclopentyl ester is dissolved in absolute alcohol at 0° C. in an ultrasound bath. Palladium on carbon (10%) is added. The hydrogen source, 1,4-cyclohexadiene, is added, and ultrasound is commenced for eight minutes. The slurry is then filtered through a bed of Celite with ethyl alcohol. The solvent is removed by rotary evaporation to yield 1-aminocyclopropylcarboxylic acid 2,2,5,5-tetramethylcyclopentyl ester. The reactants are BrB(Br)Br, Cc1ccccc1, COc1cc(Cl)ccc1Sc1cccc(F)c1. The product is Oc1cc(Cl)ccc1Sc1cccc(F)c1. RXN SMILES: [B:18]([Br:19])([Br:20])[Br:21].[CH3:22][c:23]1[cH:24][cH:25][cH:26][cH:27][cH:28]1.[Cl:1][c:2]1[cH:3][c:4]([O:16][CH3:17])[c:5]([S:8][c:9]2[cH:10][c:11]([F:15])[cH:12][cH:13][cH:14]2)[cH:6][cH:7]1>>[Cl:1][c:2]1[cH:3][c:4]([OH:16])[c:5]([S:8][c:9]2[cH:10][c:11]([F:15])[cH:12][cH:13][cH:14]2)[cH:6][cH:7]1.